This data is from the Open Reaction Database (ORD), a public repository of structured organic reaction records. The task is: describe an organic reaction: reactants, conditions, products, and yield Starting materials: CCOC(=O)Cc1nnc(S)o1, CCO, [Na+], [OH-], O. The product is O=C(O)Cc1nnc(S)o1. As a reaction SMILES: [C:1](=[O:2])([O:3][CH2:4][CH3:5])[CH2:6][c:7]1[o:8][c:9]([SH:12])[n:10][n:11]1.[CH3:16][CH2:17][OH:18].[Na+:14].[OH-:13].[OH2:15]>>[C:1](=[O:2])([OH:3])[CH2:6][c:7]1[o:8][c:9]([SH:12])[n:10][n:11]1. The reactants are NC=1C=CC=C2C=CC(=CC12)S(=O)(=O)O (8-amino-2-naphthalenesulphonic acid), CI (methyl iodide), NC=1C=CC=C2C=CC(=CC12)O (8-amino-naphthalen-2-ol), [H-].[Na+] (sodium hydride). The solvent is O (Water), CN(C=O)C (N,N-dimethylformamide). Reaction conditions: time 4 hour. The product is NC=1C=CC=C2C=CC(=CC12)O (8-Amino-naphthalen-2-ol), COC1=CC=C2C=CC=C(C2=C1)N (7-methoxy-naphthalen-1-ylamine). As a reaction SMILES: [NH2:1][C:2]1[CH:3]=[CH:4][CH:5]=[C:6]2[C:11]=1[CH:10]=[C:9](S(O)(=O)=O)[CH:8]=[CH:7]2.[NH2:16][C:17]1[CH:18]=[CH:19][CH:20]=[C:21]2[C:26]=1[CH:25]=[C:24]([OH:27])[CH:23]=[CH:22]2.[H-].[Na+].CI>CN(C)C=O.O>[NH2:16][C:17]1[CH:18]=[CH:19][CH:20]=[C:21]2[C:26]=1[CH:25]=[C:24]([OH:27])[CH:23]=[CH:22]2.[CH3:24][O:27][C:9]1[CH:10]=[C:11]2[C:6]([CH:5]=[CH:4][CH:3]=[C:2]2[NH2:1])=[CH:7][CH:8]=1 |f:2.3|. Reported procedure: 8-Amino-naphthalen-2-ol was prepared from 8-amino-2-naphthalenesulphonic acid (commercially available) according to the literature (J. Org. Chem. 1949, p351). To a solution of 8-amino-naphthalen-2-ol (8.00 g) in dry N,N-dimethylformamide (80 mL) was added sodium hydride (60% dispersion in mineral oil, 3.2 g) carefully. After stirring for 4 hours the reaction mixture was cooled in an ice bath and methyl iodide (3.13 mL) was added dropwise. The reaction mixture was then stirred at room temperature...